Dataset: the Open Reaction Database (ORD), a public repository of structured organic reaction records. Task: describe an organic reaction: reactants, conditions, products, and yield Yields the product O=c1[nH]c2cc(Cl)c([N+](=O)[O-])cc2s1. Reactants: O=c1[nH]c2cc(Cl)ccc2s1, O=[N+]([O-])O. As a reaction SMILES: [O:1]=[c:2]1[s:3][c:4]2[c:5]([nH:6]1)[cH:7][c:8]([Cl:11])[cH:9][cH:10]2.[OH:12][N+:13]([O-:14])=[O:15]>>[O:1]=[c:2]1[s:3][c:4]2[c:5]([nH:6]1)[cH:7][c:8]([Cl:11])[c:9]([N+:13](=[O:12])[O-:14])[cH:10]2. Reactants: C(C)(C)(C)OC(NC=1OCC[C@@](N1)(C)C1=C(C=CC(=C1)N)F)=O ([(S)-4-(5-amino-2-fluoro-phenyl)-4-methyl-5,6-dihydro-4H-[1,3]oxazin-2-yl]-carbamic acid tert-butyl ester), F1, ClC=1C(=NC=C(C1)C(F)(F)F)C(=O)O (3-chloro-5-trifluoromethyl-pyridine-2-carboxylic acid). Product: NC=1OCC[C@@](N1)(C)C=1C=C(C=CC1F)NC(=O)C1=NC=C(C=C1Cl)C(F)(F)F (3-Chloro-5-trifluoromethyl-pyridine-2-carboxylic acid [3-((S)-2-amino-4-methyl-5,6-dihydro-4H-[1,3]oxazin-4-yl)-4-fluoro-phenyl]-amide). Reaction SMILES: C(OC(=O)[NH:7][C:8]1[O:9][CH2:10][CH2:11][C@:12]([C:15]2[CH:20]=[C:19]([NH2:21])[CH:18]=[CH:17][C:16]=2[F:22])([CH3:14])[N:13]=1)(C)(C)C.[Cl:24][C:25]1[C:26]([C:35](O)=[O:36])=[N:27][CH:28]=[C:29]([C:31]([F:34])([F:33])[F:32])[CH:30]=1>>[NH2:7][C:8]1[O:9][CH2:10][CH2:11][C@:12]([C:15]2[CH:20]=[C:19]([NH:21][C:35]([C:26]3[C:25]([Cl:24])=[CH:30][C:29]([C:31]([F:33])([F:32])[F:34])=[CH:28][N:27]=3)=[O:36])[CH:18]=[CH:17][C:16]=2[F:22])([CH3:14])[N:13]=1. Reported procedure: The coupling of [(S)-4-(5-amino-2-fluoro-phenyl)-4-methyl-5,6-dihydro-4H-[1,3]oxazin-2-yl]-carbamic acid tert-butyl ester from experiment F1 (R1=Me) and 3-chloro-5-trifluoromethyl-pyridine-2-carboxylic acid followed by deprotection using procedure H yielded the title compound. MS (ESI): m/z=431.0 [M+H]+. Starting materials: [Br-].N1=C(N=CC=C1)N1CC[N+]2(CCCC2)CC1 (8-(2-pyrimidinyl)-8-aza-5-azoniaspiro[4,5]decane bromide), N1N=CC=C1 (pyrazole), C([O-])([O-])=O.[K+].[K+] (potassium carbonate). The solvent is CN(C=O)C (dimethylformamide). Conditions: temperature 140 celsius. The product is N1=C(N=CC=C1)N1CCN(CC1)CCCCN1N=CC=C1 (1-{4-[4-(2-pyrimidinyl)-1-piperazinyl]butyl}-1H-pyrazole). RXN SMILES: [Br-].[N:2]1[CH:7]=[CH:6][CH:5]=[N:4][C:3]=1[N:8]1[CH2:17][CH2:16][N+:11]2([CH2:15][CH2:14][CH2:13][CH2:12]2)[CH2:10][CH2:9]1.[NH:18]1[CH:22]=[CH:21][CH:20]=[N:19]1.C(=O)([O-])[O-].[K+].[K+]>CN(C)C=O>[N:4]1[CH:5]=[CH:6][CH:7]=[N:2][C:3]=1[N:8]1[CH2:9][CH2:10][N:11]([CH2:15][CH2:14][CH2:13][CH2:12][N:18]2[CH:22]=[CH:21][CH:20]=[N:19]2)[CH2:16][CH2:17]1 |f:0.1,3.4.5|. Procedure: A mixture of 730 g (3.59 moles) of 8-(2-pyrimidinyl)-8-aza-5-azoniaspiro[4,5]decane bromide, 275 g (4.05 moles) of pyrazole and 745 g (5.4 moles) of potassium carbonate in 3 1 of dimethylformamide is heated to 140° C. for 14 hours. The mixture is evaporated under vacuum, chloroform is added, the solution is washed with water, dried over sodium sulfate and evaporated under vacuum, and 650 g (94%) of 1-{4-[4-(2-pyrimidinyl)-1-piperazinyl]butyl}-1H-pyrazole are obtained in liquid form. Reactants: COC=1C=C2C=CNC2=CC1 (5-methoxy-1H-indole), [Cl-].C(C1=CC=CC=C1)=[N+](C)C (benzylidene-dimethyl-ammonium chloride). Yields the product COC=1C=C2C(=CNC2=CC1)C(C1=CC=CC=C1)N(C)C ([(5-Methoxy-1H-indol-3-yl)-phenylmethyl]-dimethylamine). Reaction SMILES: [CH3:1][O:2][C:3]1[CH:4]=[C:5]2[C:9](=[CH:10][CH:11]=1)[NH:8][CH:7]=[CH:6]2.[Cl-].[CH:13](=[N+:20]([CH3:22])[CH3:21])[C:14]1[CH:19]=[CH:18][CH:17]=[CH:16][CH:15]=1>>[CH3:1][O:2][C:3]1[CH:4]=[C:5]2[C:9](=[CH:10][CH:11]=1)[NH:8][CH:7]=[C:6]2[CH:13]([N:20]([CH3:22])[CH3:21])[C:14]1[CH:19]=[CH:18][CH:17]=[CH:16][CH:15]=1 |f:1.2|. Procedure details: The preparation was carried out in accordance with general synthesis instructions 4 from 5-methoxy-1H-indole and benzylidene-dimethyl-ammonium chloride, which had been prepared in accordance with example 1. Reactants: CCN(C(C)C)C(C)C, COC(=O)Cl, ClCCl, CC(C)(C)OC(=O)N1Cc2ccccc2CC1C(=O)NC(Cc1ccc(Cl)cc1)C(=O)N1CCC(c2ccccc2N)CC1. Product: COC(=O)Nc1ccccc1C1CCN(C(=O)C(Cc2ccc(Cl)cc2)NC(=O)C2Cc3ccccc3CN2C(=O)OC(C)(C)C)CC1. As a reaction SMILES: [CH:45]([N:46]([CH2:47][CH3:48])[CH:49]([CH3:50])[CH3:51])([CH3:52])[CH3:53].[Cl:54][C:55](=[O:56])[O:57][CH3:58].[Cl:59][CH2:60][Cl:61].[NH2:1][c:2]1[c:3]([CH:8]2[CH2:9][CH2:10][N:11]([C:14]([CH:15]([CH2:16][c:17]3[cH:18][cH:19][c:20]([Cl:23])[cH:21][cH:22]3)[NH:24][C:25](=[O:26])[CH:27]3[N:28]([C:37](=[O:38])[O:39][C:40]([CH3:41])([CH3:42])[CH3:43])[CH2:29][c:30]4[cH:31][cH:32][cH:33][cH:34][c:35]4[CH2:36]3)=[O:44])[CH2:12][CH2:13]2)[cH:4][cH:5][cH:6][cH:7]1>>[NH:1]([c:2]1[c:3]([CH:8]2[CH2:9][CH2:10][N:11]([C:14]([CH:15]([CH2:16][c:17]3[cH:18][cH:19][c:20]([Cl:23])[cH:21][cH:22]3)[NH:24][C:25](=[O:26])[CH:27]3[N:28]([C:37](=[O:38])[O:39][C:40]([CH3:41])([CH3:42])[CH3:43])[CH2:29][c:30]4[cH:31][cH:32][cH:33][cH:34][c:35]4[CH2:36]3)=[O:44])[CH2:12][CH2:13]2)[cH:4][cH:5][cH:6][cH:7]1)[C:55](=[O:56])[O:57][CH3:58]. Starting materials: C=CC(C)=C (isoprene), C=1(C(O)=CC=CC1)OC (guaiacol), P(O)(O)(O)=O (phosphoric acid), O (water). Reagents/catalysts: C1=CC=CC=2SC3=CC=CC=C3NC12 (phenothiazine). Solvent: C=1(C(=CC=CC1)C)C (xylene). Reaction conditions: time 8 hour. Product: CC1(CCC2=CC(=C(C=C12)O)OC)C (3,3-dimethyl-5-hydroxy-6-methoxy-indane). The yield is 38.4%. Reaction SMILES: [CH2:1]=[CH:2][C:3](=[CH2:5])[CH3:4].[C:6]1([O:13][CH3:14])[C:7](=[CH:9][CH:10]=[CH:11][CH:12]=1)[OH:8].P(=O)(O)(O)O.O>C1(C)C(C)=CC=CC=1.C1C2NC3C(=CC=CC=3)SC=2C=CC=1>[CH3:4][C:3]1([CH3:5])[C:10]2[C:11](=[CH:12][C:6]([O:13][CH3:14])=[C:7]([OH:8])[CH:9]=2)[CH2:1][CH2:2]1. Procedure: 449 g of isoprene, stabilized with 1.4 g of phenothiazine, were added dropwise over the course of 6 hours to a solution of 744 g of guaiacol, 76 g of 85% strength phosphoric acid and 6 ml of water in 1.4 liters of xylene at 110° C. To complete the reaction, stirring of the mixture was continued overnight at 110° C. The acid phase was separated off and extracted by shaking with toluene. The combined organic phases were washed until neutral. Fractional distillation gave 443 g of 3,3-dimethyl-5-hyd... The reactants are [BH4-], C=O, CO, CCOC(C)=O, Fc1c(F)c(F)c(OC2CCNCC2)c(F)c1F, [Na+]. The product is CN1CCC(Oc2c(F)c(F)c(F)c(F)c2F)CC1. Reaction SMILES: [BH4-:21].[CH2:19]=[O:20].[CH3:23][OH:24].[CH3:25][CH2:26][O:27][C:28](=[O:29])[CH3:30].[F:1][c:2]1[c:3]([O:4][CH:5]2[CH2:6][CH2:7][NH:8][CH2:9][CH2:10]2)[c:11]([F:18])[c:12]([F:17])[c:13]([F:16])[c:14]1[F:15].[Na+:22]>>[F:1][c:2]1[c:3]([O:4][CH:5]2[CH2:6][CH2:7][N:8]([CH3:19])[CH2:9][CH2:10]2)[c:11]([F:18])[c:12]([F:17])[c:13]([F:16])[c:14]1[F:15]. RXN SMILES: [CH3:23][O:24][c:25]1[cH:26][c:27]2[c:28]([O:37][c:38]3[cH:39][cH:40][c:41]([NH2:42])[cH:43][cH:44]3)[cH:29][cH:30][n:31][c:32]2[cH:33][c:34]1[O:35][CH3:36].[CH3:56][c:57]1[cH:58][cH:59][cH:60][cH:61][cH:62]1.[CH3:63][CH2:64][OH:65].[S:1]([Cl:2])([Cl:3])=[O:4].[s:14]1[cH:15][cH:16][cH:17][c:18]1[CH2:19][C:20]([Cl:21])=[O:22].[s:45]1[c:46]([CH2:50][C:51](=[O:52])[N:53]=[C:54]=[S:55])[cH:47][cH:48][cH:49]1.[s:5]1[cH:6][cH:7][cH:8][c:9]1[CH2:10][C:11]([OH:12])=[O:13]>>[CH3:23][O:24][c:25]1[cH:26][c:27]2[c:28]([O:37][c:38]3[cH:39][cH:40][c:41]([NH:42][C:54]([NH:53][C:51]([CH2:50][c:46]4[s:45][cH:49][cH:48][cH:47]4)=[O:52])=[S:55])[cH:43][cH:44]3)[cH:29][cH:30][n:31][c:32]2[cH:33][c:34]1[O:35][CH3:36]. Product: COc1cc2nccc(Oc3ccc(NC(=S)NC(=O)Cc4cccs4)cc3)c2cc1OC. The reactants are COc1cc2nccc(Oc3ccc(N)cc3)c2cc1OC, Cc1ccccc1, CCO, O=S(Cl)Cl, O=C(Cl)Cc1cccs1, O=C(Cc1cccs1)N=C=S, O=C(O)Cc1cccs1. The reactants are O=C1CCC(=O)N1Br, ClC(Cl)(Cl)Cl, Cc1ccc2ccccc2c1, O=C1CCC(=O)N1. Product: BrCc1ccc2ccccc2c1. As a reaction SMILES: [Br:12][N:13]1[C:14](=[O:15])[CH2:16][CH2:17][C:18]1=[O:19].[C:27]([Cl:28])([Cl:29])([Cl:30])[Cl:31].[CH3:1][c:2]1[cH:3][cH:4][c:5]2[cH:6][cH:7][cH:8][cH:9][c:10]2[cH:11]1.[O:20]=[C:21]1[NH:22][C:23](=[O:24])[CH2:25][CH2:26]1>>[CH2:1]([c:2]1[cH:3][cH:4][c:5]2[cH:6][cH:7][cH:8][cH:9][c:10]2[cH:11]1)[Br:12]. The reactants are FC(C(=O)O)(F)F (Trifluoroacetic acid), C(C)(C)(C)OC(=O)N1C(=CC=2C=NC=CC21)CN2C([C@H](CC2)NS(=O)(=O)C2=CC=C(S2)C=2SC(=CC2)Cl)=O (2-[3-(S)-(5′-chloro-[2.2′]bithiophenyl-5-sulfonylamino)-2-oxo-pyrrolidin-1-ylmethyl]pyrrolo[3,2-c]pyridine-1-carboxylic acid tert-butyl ester). Conditions: time 4 hour. The product is O=C1N(CC[C@@H]1NS(=O)(=O)C1=CC=C(S1)C=1SC(=CC1)Cl)CC1=CC=2C=NC=CC2N1 (5'Chloro-[2,2′]bithiophenyl-5-sulfonic Acid [2-oxo-1-(1H-pyrrolo[3,2-c]pyridin-2-ylmethyl)-pyrrolidin-3(S)-yl]-amide). Reaction SMILES: FC(F)(F)C(O)=O.C(OC([N:15]1[C:23]2[CH:22]=[CH:21][N:20]=[CH:19][C:18]=2[CH:17]=[C:16]1[CH2:24][N:25]1[CH2:29][CH2:28][C@H:27]([NH:30][S:31]([C:34]2[S:38][C:37]([C:39]3[S:40][C:41]([Cl:44])=[CH:42][CH:43]=3)=[CH:36][CH:35]=2)(=[O:33])=[O:32])[C:26]1=[O:45])=O)(C)(C)C>>[O:45]=[C:26]1[C@@H:27]([NH:30][S:31]([C:34]2[S:38][C:37]([C:39]3[S:40][C:41]([Cl:44])=[CH:42][CH:43]=3)=[CH:36][CH:35]=2)(=[O:33])=[O:32])[CH2:28][CH2:29][N:25]1[CH2:24][C:16]1[NH:15][C:23]2[CH:22]=[CH:21][N:20]=[CH:19][C:18]=2[CH:17]=1. Procedure: Trifluoroacetic acid (1.0 mL, 13.0 mmol) is added dropwise to a slurry of 2-[3-(S)-(5′-chloro-[2.2′]bithiophenyl-5-sulfonylamino)-2-oxo-pyrrolidin-1-ylmethyl]pyrrolo[3,2-c]pyridine-1-carboxylic acid tert-butyl ester (0.13 g, 0.22 mmol) in CH2C2 (2 mL) at 0° C. After 30 min the ice bath is removed and the solution is stirred at room temperature for 4 h. The reaction mixture is concentrated to dryness and the crude product is purified by RP-HPLC eluting in a gradient of 10% CH3CN/H2O (0.1% TFA) to...